From a dataset of the Open Reaction Database (ORD), a public repository of structured organic reaction records. describe an organic reaction: reactants, conditions, products, and yield Reactants: C1COC2(CNS(C3=C2C=CC=C3)(=O)=O)O1 (3,4-dihydro-2H-1,2-benzothiazin-4-one 1,1-dioxide ethylene acetal), ClCCCCl (1,3-dichloropropane), [H-].[Na+] (sodium hydride). The solvent is CN(C)C=O (DMF), CN(C)C=O (DMF), CN(C)C=O (DMF). Run at time 1 hour. Yields the product C1COC2(CN(S(C3=C2C=CC=C3)(=O)=O)CCCCl)O1 (2-(3-chloropropyl)-3,4-dihydro-2H-1,2-benzothiazin-4-one 1,1-dioxide ethylene acetal). Yield: 84.4%. Reaction SMILES: [H-].[Na+].[CH2:3]1[O:18][C:6]2([C:11]3[CH:12]=[CH:13][CH:14]=[CH:15][C:10]=3[S:9](=[O:17])(=[O:16])[NH:8][CH2:7]2)[O:5][CH2:4]1.[Cl:19][CH2:20][CH2:21][CH2:22]Cl>CN(C=O)C>[CH2:3]1[O:18][C:6]2([C:11]3[CH:12]=[CH:13][CH:14]=[CH:15][C:10]=3[S:9](=[O:17])(=[O:16])[N:8]([CH2:22][CH2:21][CH2:20][Cl:19])[CH2:7]2)[O:5][CH2:4]1 |f:0.1|. Reported procedure: To a suspension of 2.20 g (50 mmol) of 60% sodium hydride in 100 ml of DMF, a solution of 12.06 g (50 mmol) of 3,4-dihydro-2H-1,2-benzothiazin-4-one 1,1-dioxide ethylene acetal in 50 ml of DMF was added under ice cooling and stirring. The reaction mixture was stirred for 30 minutes at 0° C. and then for further one hour at room temperature. Under ice cooling, a solution of 16.95 g (150 mmol) of 1,3-dichloropropane in 50 ml of DMF was added to the reaction mixture, followed by stirring for 17 hou... Starting materials: Brc1cc(-c2ccccc2)c2nncn2c1, CCCC[Sn](C=COCC)(CCCC)CCCC, CC[N+](CC)(CC)CC, CCOC(C)=O, [Cl-], [F-], [K+], CN(C)C=O, O, Cl[Pd]Cl, c1ccc(P(c2ccccc2)c2ccccc2)cc1, c1ccc(P(c2ccccc2)c2ccccc2)cc1. The product is CCOC=Cc1cc(-c2ccccc2)c2nncn2c1. Reaction SMILES: [Br:1][c:2]1[cH:3][c:4](-[c:11]2[cH:12][cH:13][cH:14][cH:15][cH:16]2)[c:5]2[n:6]([cH:7]1)[cH:8][n:9][n:10]2.[CH2:17]([Sn:18]([CH2:19][CH2:20][CH2:21][CH3:27])([CH:22]=[CH:23][O:24][CH2:25][CH3:26])[CH2:28][CH2:29][CH2:30][CH3:31])[CH2:32][CH2:33][CH3:34].[CH2:38]([N+:39]([CH2:40][CH3:41])([CH2:42][CH3:43])[CH2:44][CH3:45])[CH3:46].[CH3:53][CH2:54][O:55][C:56](=[O:57])[CH3:58].[Cl-:37].[F-:35].[K+:36].[O:47]=[CH:48][N:49]([CH3:50])[CH3:51].[OH2:52].[Pd:59]([Cl:60])[Cl:61].[c:62]1([P:63]([c:64]2[cH:65][cH:66][cH:67][cH:68][cH:69]2)[c:70]2[cH:71][cH:72][cH:73][cH:74][cH:75]2)[cH:76][cH:77][cH:78][cH:79][cH:80]1.[c:81]1([P:82]([c:83]2[cH:84][cH:85][cH:86][cH:87][cH:88]2)[c:89]2[cH:90][cH:91][cH:92][cH:93][cH:94]2)[cH:95][cH:96][cH:97][cH:98][cH:99]1>>[c:2]1([CH:22]=[CH:23][O:24][CH2:25][CH3:26])[cH:3][c:4](-[c:11]2[cH:12][cH:13][cH:14][cH:15][cH:16]2)[c:5]2[n:6]([cH:7]1)[cH:8][n:9][n:10]2. Starting materials: C(C)(C)(C)O[C@@H]1C[C@H](N(C1)C(CC(C1=CC=CC=C1)(C1=CC=CC=C1)C1=CC=CC=C1)=O)C(=O)N1[C@H](CCC1)C(=O)O ((2R)-1-{(2S,4R)-4-(tert-butoxy)-1-(3,3,3-triphenylpropanoyl)pyrrolidin-2-yl}carbonylpyrrolidine-2-carboxylic acid), NCC1CCN(CC1)C(=O)OC(C)(C)C (4-aminomethyl-1-(tert-butoxycarbonyl)piperidine). The product is O[C@@H]1C[C@H](N(C1)C(CC(C1=CC=CC=C1)(C1=CC=CC=C1)C1=CC=CC=C1)=O)C(=O)N1[C@H](CCC1)C(=O)NCC1CCNCC1 ((2R)-1-{(2S,4R)-4-hydroxy-1-(3,3,3-triphenylpropanoyl)pyrrolidin-2-yl}carbonyl-N-(4-piperidylmethyl)pyrrolidine-2-carboxamide). As a reaction SMILES: C([O:5][C@H:6]1[CH2:10][N:9]([C:11](=[O:32])[CH2:12][C:13]([C:26]2[CH:31]=[CH:30][CH:29]=[CH:28][CH:27]=2)([C:20]2[CH:25]=[CH:24][CH:23]=[CH:22][CH:21]=2)[C:14]2[CH:19]=[CH:18][CH:17]=[CH:16][CH:15]=2)[C@H:8]([C:33]([N:35]2[CH2:39][CH2:38][CH2:37][C@@H:36]2[C:40]([OH:42])=O)=[O:34])[CH2:7]1)(C)(C)C.[NH2:43][CH2:44][CH:45]1[CH2:50][CH2:49][N:48](C(OC(C)(C)C)=O)[CH2:47][CH2:46]1>>[OH:5][C@H:6]1[CH2:10][N:9]([C:11](=[O:32])[CH2:12][C:13]([C:26]2[CH:31]=[CH:30][CH:29]=[CH:28][CH:27]=2)([C:20]2[CH:25]=[CH:24][CH:23]=[CH:22][CH:21]=2)[C:14]2[CH:15]=[CH:16][CH:17]=[CH:18][CH:19]=2)[C@H:8]([C:33]([N:35]2[CH2:39][CH2:38][CH2:37][C@@H:36]2[C:40]([NH:43][CH2:44][CH:45]2[CH2:50][CH2:49][NH:48][CH2:47][CH2:46]2)=[O:42])=[O:34])[CH2:7]1. Reported procedure: The title compound was prepared by successively conducting procedures which were similar to Step 5 of Example 1 and Example 46, using (2R)-1-{(2S,4R)-4-(tert-butoxy)-1-(3,3,3-triphenylpropanoyl)pyrrolidin-2-yl}carbonylpyrrolidine-2-carboxylic acid and 4-aminomethyl-1-(tert-butoxycarbonyl)piperidine. The compound was obtained as a colorless oily substance. Starting materials: ClC=1C=NC=C(C1CC(=O)C1=CC=C(C=2OCC3(COCOC3)COC21)OC)Cl (2-(3,5-Dichloropyridin-4-yl)-1-{9-methoxy-spiro[2H-1,5-benzodioxepin-3(4H),5′-[1,3]dioxane]-6-yl}ethanone), OO (H2O2). The reagents and catalysts are C[Re](=O)(=O)=O (methyltrioxorhenium(VII)). Solvent: C(Cl)Cl (CH2Cl2). Conditions: time 18 hour. The product is ClC=1C=[N+](C=C(C1CC(=O)C1=CC=C(C=2OCC3(COCOC3)COC21)OC)Cl)[O-] (2-(3,5-Dichloro-1-oxido-pyridine-4-yl)-1-{9-methoxy-spiro[2H-1,5-benzodioxepin-3(4H),5′-[1,3]dioxane]-6-yl}ethanone). RXN SMILES: [Cl:1][C:2]1[CH:3]=[N:4][CH:5]=[C:6]([Cl:29])[C:7]=1[CH2:8][C:9]([C:11]1[C:26]2[O:25][CH2:24][C:18]3([CH2:23][O:22][CH2:21][O:20][CH2:19]3)[CH2:17][O:16][C:15]=2[C:14]([O:27][CH3:28])=[CH:13][CH:12]=1)=[O:10].[OH:30]O>C(Cl)Cl.C[Re](=O)(=O)=O>[Cl:29][C:6]1[CH:5]=[N+:4]([O-:30])[CH:3]=[C:2]([Cl:1])[C:7]=1[CH2:8][C:9]([C:11]1[C:26]2[O:25][CH2:24][C:18]3([CH2:23][O:22][CH2:21][O:20][CH2:19]3)[CH2:17][O:16][C:15]=2[C:14]([O:27][CH3:28])=[CH:13][CH:12]=1)=[O:10]. Reported procedure: To a solution of 2-(3,5-Dichloropyridin-4-yl)-1-{9-methoxy-spiro[2H-1,5-benzodioxepin-3(4H),5′-[1,3]dioxane]-6-yl}ethanone [130] (100 mg) in CH2Cl2 (2 mL) was added 30% H2O2 (120 pt) and methyltrioxorhenium(VII) (5 mg). The mixture was stirred for 18 h and subsequently washed with water. The organic phase was dried over MgSO4 and evaporated to dryness under reduced pressure. Standard HPLC purification afforded 85 mg of the product. Reactants: CN(CCCN(CCC)C(CCCCCCCCCCCCCCC)=O)C (N,N-dimethyl-N'-hexadecanoyl-N'-propyl-1,3-propanediamine), Cl (hydrogen chloride). The solvent is C(C)OCC (diethyl ether). Yields the product Cl.CN(CCCN(CCC)C(CCCCCCCCCCCCCCC)=O)C (N,N-Dimethyl-N'-hexadecanoyl-N'-propyl-1,3-propanediamine hydrochloride). The yield is 63.0%. As a reaction SMILES: [CH3:1][N:2]([CH3:27])[CH2:3][CH2:4][CH2:5][N:6]([C:10](=[O:26])[CH2:11][CH2:12][CH2:13][CH2:14][CH2:15][CH2:16][CH2:17][CH2:18][CH2:19][CH2:20][CH2:21][CH2:22][CH2:23][CH2:24][CH3:25])[CH2:7][CH2:8][CH3:9].[ClH:28]>C(OCC)C>[ClH:28].[CH3:27][N:2]([CH3:1])[CH2:3][CH2:4][CH2:5][N:6]([C:10](=[O:26])[CH2:11][CH2:12][CH2:13][CH2:14][CH2:15][CH2:16][CH2:17][CH2:18][CH2:19][CH2:20][CH2:21][CH2:22][CH2:23][CH2:24][CH3:25])[CH2:7][CH2:8][CH3:9] |f:3.4|. Reported procedure: To a solution of N,N-dimethyl-N'-hexadecanoyl-N'-propyl-1,3-propanediamine (2.78 g, 6.94 mmole) in diethyl ether was added an ethereal solution of hydrogen chloride. The reaction mixture was placed in the refrigerator overnight. The precipitate was filtered to give the title compound (2.01g, 63%) as a paste. 1H NMR (300 MHz, CDCl3): δ0.83 to 0.93 (6H, m), 1.232 (24H, bs), 1.54 to 1.69 (4H, m), 2.00 to 2.20 (2H, m), 2.288 (2H, t, J=7.5 Hz), 2.788 (3H, s), 2.803 (3H, s), 2.95 to 3.10 (2H, m), 3.22... The reactants are CN1N=C2C=CC=C(C2=C1)[C@@H]1[C@@H](C1)CN1C(C2=CC=CC=C2C1=O)=O (cis-2-{[2-(2-methyl-2H-indazol-4-yl)cyclopropyl]methyl}-1H-isoindole-1,3(2H)-dione), O.NN (hydrazine monohydrate). Run in C(C)O (ethanol). Product: CN1N=C2C=CC=C(C2=C1)[C@@H]1[C@@H](C1)CN (cis-1-[2-(2-methyl-2H-indazol-4-yl)cyclopropyl]methanamine). Reaction SMILES: [CH3:1][N:2]1[CH:10]=[C:9]2[C:4]([CH:5]=[CH:6][CH:7]=[C:8]2[C@H:11]2[CH2:13][C@H:12]2[CH2:14][N:15]2C(=O)C3C(=CC=CC=3)C2=O)=[N:3]1.O.NN>C(O)C>[CH3:1][N:2]1[CH:10]=[C:9]2[C:4]([CH:5]=[CH:6][CH:7]=[C:8]2[C@H:11]2[CH2:13][C@H:12]2[CH2:14][NH2:15])=[N:3]1 |f:1.2|. Procedure details: A crudely purified product of cis-2-{[2-(2-methyl-2H-indazol-4-yl)cyclopropyl]methyl}-1H-isoindole-1,3(2H)-dione was dissolved in ethanol (6.5 mL), and hydrazine monohydrate (3 mL) was added. The mixture was heated under reflux for 20 min. The solvent was evaporated under reduced pressure. Saturated aqueous sodium hydrogen carbonate solution was added to the residue, and the mixture was extracted with ethyl acetate. The extract was dried over anhydrous sodium sulfate and the solvent was evaporat...